Dataset: the Open Reaction Database (ORD), a public repository of structured organic reaction records. Task: describe an organic reaction: reactants, conditions, products, and yield Starting materials: CN(C)[SiH](N(C)C)N(C)C (tris(dimethylamino)silane), C#C (acetylene), [SiH4] (silane), C#C (acetylene). The reagents and catalysts are [H+].[H+].Cl[Pt-2](Cl)(Cl)(Cl)(Cl)Cl (hexachloroplatinic acid). Reaction conditions: temperature 250 celsius. Yields the product C(C)[Si](N(C)C)(N(C)C)N(C)C (Ethyltris(dimethylamino)silane), 1,2-bis(trisdimethylamino)silylethane. RXN SMILES: [CH3:1][N:2]([SiH:4]([N:8]([CH3:10])[CH3:9])[N:5]([CH3:7])[CH3:6])[CH3:3].[CH:11]#[CH:12].[SiH4]>[H+].[H+].Cl[Pt-2](Cl)(Cl)(Cl)(Cl)Cl>[CH2:11]([Si:4]([N:8]([CH3:10])[CH3:9])([N:5]([CH3:7])[CH3:6])[N:2]([CH3:3])[CH3:1])[CH3:12] |f:3.4.5|. Reported procedure: A two liter stirred batch reactor was purged with nitrogen gas and thereafter charged with 840 g (5.22 moles) of tris(dimethylamino)silane and 5 ppm hexachloroplatinic acid. The reactor was then pressurized to approximately 5 psig with nitrogen gas and heated to approximately 250° C. The acetylene inlet feed was started and maintained at 100 psig. The reaction temperature was maintained at 250° C. After four hours the acetylene flow was stopped, the reaction mix cooled and the reaction products ...